This data is from the Open Reaction Database (ORD), a public repository of structured organic reaction records. The task is: describe an organic reaction: reactants, conditions, products, and yield The reactants are C=CCON1C(=O)c2ccc(Cl)c3c(N4CCCC4)cc(Cl)c(c23)C1=O, O=C(O)C(F)(F)F. The product is O=C1c2ccc(Cl)c3c(N4CCCC4)cc(Cl)c(c23)C(=O)N1O. As a reaction SMILES: [CH2:1]([CH:2]=[CH2:3])[O:4][N:5]1[C:6](=[O:26])[c:7]2[cH:8][cH:9][c:10]([Cl:25])[c:11]3[c:12]2[c:13]([c:16]([Cl:24])[cH:17][c:18]3[N:19]2[CH2:20][CH2:21][CH2:22][CH2:23]2)[C:14]1=[O:15].[OH:27][C:28]([C:29]([F:30])([F:31])[F:32])=[O:33]>>[OH:4][N:5]1[C:6](=[O:26])[c:7]2[cH:8][cH:9][c:10]([Cl:25])[c:11]3[c:12]2[c:13]([c:16]([Cl:24])[cH:17][c:18]3[N:19]2[CH2:20][CH2:21][CH2:22][CH2:23]2)[C:14]1=[O:15].